From a dataset of the Open Reaction Database (ORD), a public repository of structured organic reaction records. describe an organic reaction: reactants, conditions, products, and yield Reactants: C(C1=CC=CC=C1)OC(NC1CC(CCC1)C1=NC2=C(C(N(C=3C=CC=CC23)C)=O)N1)=O ([3-(5-methyl-4-oxo-4,5-dihydro-3H-imidazo[4,5-c]quinolin-2-yl)-cyclohexyl]-carbamic acid benzyl ester), C(C1=CC=CC=C1)Br (benzyl bromide). The solvent is CN(C)C=O (DMF). Product: C(C1=CC=CC=C1)OC(NC1CC(CCC1)C1=NC2=C(C(N(C=3C=CC=CC23)C)=O)N1CC1=CC=CC=C1)=O ([3-(3-benzyl-5-methyl-4-oxo-4,5-dihydro-3H-imidazo[4,5-c]quinolin-2-yl)-cyclohexyl]-carbamic acid benzyl ester). Isolated yield 70.0%. Reaction SMILES: [CH2:1]([O:8][C:9](=[O:32])[NH:10][CH:11]1[CH2:16][CH2:15][CH2:14][CH:13]([C:17]2[NH:31][C:20]3[C:21](=[O:30])[N:22]([CH3:29])[C:23]4[CH:24]=[CH:25][CH:26]=[CH:27][C:28]=4[C:19]=3[N:18]=2)[CH2:12]1)[C:2]1[CH:7]=[CH:6][CH:5]=[CH:4][CH:3]=1.[CH2:33](Br)[C:34]1[CH:39]=[CH:38][CH:37]=[CH:36][CH:35]=1>CN(C=O)C>[CH2:1]([O:8][C:9](=[O:32])[NH:10][CH:11]1[CH2:16][CH2:15][CH2:14][CH:13]([C:17]2[N:31]([CH2:33][C:34]3[CH:39]=[CH:38][CH:37]=[CH:36][CH:35]=3)[C:20]3[C:21](=[O:30])[N:22]([CH3:29])[C:23]4[CH:24]=[CH:25][CH:26]=[CH:27][C:28]=4[C:19]=3[N:18]=2)[CH2:12]1)[C:2]1[CH:7]=[CH:6][CH:5]=[CH:4][CH:3]=1. Reported procedure: According to the procedure described in example 3, step E; [3-(5-methyl-4-oxo-4,5-dihydro-3H-imidazo[4,5-c]quinolin-2-yl)-cyclohexyl]-carbamic acid benzyl ester (94 mg, 0.22 mmol) in DMF (3.5 mL) was alkylated with benzyl bromide to give, after work-up and chromatography, [3-(3-benzyl-5-methyl-4-oxo-4,5-dihydro-3H-imidazo[4,5-c]quinolin-2-yl)-cyclohexyl]-carbamic acid benzyl ester (80 mg, 70% yield). 1H-NMR (CDCl3): δ 8.38 (m, 1H), 7.52 (m, 1H), 7.42 (m, 1H), 7.22–7.37 (m, 9H), 7.12 (m, 1H), 5.9... Reactants: CC(=CCBr)C (3-methyl-1-bromo-2-butene), C1OC=2C=C(C=CC2O1)O (3,4-methylenedioxyphenol), CCCCC (pentane). The reagents and catalysts are [Cl-].[Cl-].[Zn+2] (ZnCl2). Solvent: C1=CC=CC=C1 (benzene). The product is O1CCCC2=CC=CC=C12 (chromane). The yield is 190.4%. Reaction SMILES: [CH3:1][C:2](C)=CCBr.[CH2:7]1[O:15][C:14]2[CH:13]=[CH:12][C:11](O)=[CH:10][C:9]=2O1.CCCCC>[Cl-].[Cl-].[Zn+2].C1C=CC=CC=1>[O:15]1[C:14]2[C:9](=[CH:10][CH:11]=[CH:12][CH:13]=2)[CH2:2][CH2:1][CH2:7]1 |f:3.4.5|. Procedure: 5.1 gm of 3-methyl-1-bromo-2-butene was combined with 4 gm of 3,4-methylenedioxyphenol and dissolved in 50 ml. of pentane and 50 ml. benzene. 2 gm of anhydrous ZnCl2 was added and the reaction mixture refluxed for 1 hour and cooled. The mixture was extracted with ether and washed successively with 100 ml. of water, 100 ml. 5% sodium carbonate and 100 ml. of saturated salt solution. After drying the extract over anhydrous sodium sulfate, the solvent was removed in vacuo leaving 7.4 g of crude chr... Reactants: CCOC(=O)c1ccc(-c2cc(NC(=O)N3CCOCC3)ccc2C)cc1, CCO, [Na+], [OH-]. Product: Cc1ccc(NC(=O)N2CCOCC2)cc1-c1ccc(C(=O)O)cc1. Reaction SMILES: [CH2:1]([CH3:2])[O:3][C:4](=[O:5])[c:6]1[cH:7][cH:8][c:9](-[c:12]2[c:13]([CH3:27])[cH:14][cH:15][c:16]([NH:18][C:19](=[O:20])[N:21]3[CH2:22][CH2:23][O:24][CH2:25][CH2:26]3)[cH:17]2)[cH:10][cH:11]1.[CH3:30][CH2:31][OH:32].[Na+:29].[OH-:28]>>[O:3]=[C:4]([OH:5])[c:6]1[cH:7][cH:8][c:9](-[c:12]2[c:13]([CH3:27])[cH:14][cH:15][c:16]([NH:18][C:19](=[O:20])[N:21]3[CH2:22][CH2:23][O:24][CH2:25][CH2:26]3)[cH:17]2)[cH:10][cH:11]1. Starting materials: C(C)(C)C1=CC=CC(=N1)C(=O)OCC (ethyl 6-isopropylpicolinate), [H-].[H-].[H-].[H-].[Li+].[Al+3] (LAH). Run in C1CCOC1 (THF). Reaction conditions: time 2 hour. Yields the product C(C)(C)C1=CC=CC(=N1)CO ((6-isopropylpyridin-2-yl)methanol). Yield: 86.0%. RXN SMILES: [CH:1]([C:4]1[N:9]=[C:8]([C:10](OCC)=[O:11])[CH:7]=[CH:6][CH:5]=1)([CH3:3])[CH3:2].[H-].[H-].[H-].[H-].[Li+].[Al+3]>C1COCC1>[CH:1]([C:4]1[N:9]=[C:8]([CH2:10][OH:11])[CH:7]=[CH:6][CH:5]=1)([CH3:3])[CH3:2] |f:1.2.3.4.5.6|. Procedure: To ethyl 6-isopropylpicolinate (4.63 g, 24.0 mmol) in THF (50 mL) at 0° C. was added LAH (0.909 g, 24.0 mmol). The cold bath was removed, and the reaction mixture was stirred for 2 hours and quenched carefully with sodium sulfate decahydrate. The reaction mixture was then filtered through Celite® and washed with Et2O (200 mL). The filtrate was concentrated under reduced pressure to give the desired product (86%). Reactants: [BH4-], CCCc1nc(C)c(C=O)n1Cc1ccc(-c2ccccc2C(=O)OC(C)(C)C)cc1, CO, [Na+], [Na+], C1CCOC1, [OH-]. The product is CCCc1nc(C)c(CO)n1Cc1ccc(-c2ccccc2C(=O)OC(C)(C)C)cc1. As a reaction SMILES: [BH4-:32].[C:1]([CH3:2])([CH3:3])([CH3:4])[O:5][C:6](=[O:7])[c:8]1[c:9](-[c:14]2[cH:15][cH:16][c:17]([CH2:20][n:21]3[c:22]([CH2:29][CH2:30][CH3:31])[n:23][c:24]([CH3:28])[c:25]3[CH:26]=[O:27])[cH:18][cH:19]2)[cH:10][cH:11][cH:12][cH:13]1.[CH3:36][OH:37].[Na+:33].[Na+:35].[O:38]1[CH2:39][CH2:40][CH2:41][CH2:42]1.[OH-:34]>>[C:1]([CH3:2])([CH3:3])([CH3:4])[O:5][C:6](=[O:7])[c:8]1[c:9](-[c:14]2[cH:15][cH:16][c:17]([CH2:20][n:21]3[c:22]([CH2:29][CH2:30][CH3:31])[n:23][c:24]([CH3:28])[c:25]3[CH2:26][OH:27])[cH:18][cH:19]2)[cH:10][cH:11][cH:12][cH:13]1. Starting materials: [Mg] (magnesium), CN(C)C(C1C(CCCC1)=O)C1=CC=CC=C1 (2-(dimethylaminophenylmethyl)cyclohexanone), ClC1=C(CCl)C=CC(=C1)Cl (2,4-dichlorobenzyl chloride), Grignard reagent, [Cl-].[NH4+] (ammonium chloride). The solvent is CCOCC (ether), CCOCC (ether), CCOCC (ether). Product: crude base, Cl.ClC1=C(CC2(C(CCCC2)C(C2=CC=CC=C2)N(C)C)O)C=CC(=C1)Cl (1-(2,4-dichlorobenzyl)-2-(dimethylaminophenylmethyl)cyclohexanol, hydrochloride). The yield is 13.5%. Reaction SMILES: [Mg].[Cl:2][C:3]1[CH:10]=[C:9]([Cl:11])[CH:8]=[CH:7][C:4]=1[CH2:5]Cl.[CH3:12][N:13]([CH:15]([C:23]1[CH:28]=[CH:27][CH:26]=[CH:25][CH:24]=1)[CH:16]1[CH2:21][CH2:20][CH2:19][CH2:18][C:17]1=[O:22])[CH3:14].[Cl-].[NH4+]>CCOCC>[ClH:2].[Cl:2][C:3]1[CH:10]=[C:9]([Cl:11])[CH:8]=[CH:7][C:4]=1[CH2:5][C:17]1([OH:22])[CH2:18][CH2:19][CH2:20][CH2:21][CH:16]1[CH:15]([N:13]([CH3:12])[CH3:14])[C:23]1[CH:24]=[CH:25][CH:26]=[CH:27][CH:28]=1 |f:3.4,6.7|. Reported procedure: 0.38 g (15.6 mmole) of magnesium turnings was stirred in 10 ml of ether of analysis purity. 3.04 g (15.6 mmole) of 2,4-dichlorobenzyl chloride dissolved in 10 ml of ether were added dropwise so that the reaction mixture boiled gently. After completion of the addition the reaction mixture was stirred for a further hour at RT. 3.0 g (13.0 mmole) of the 2-(dimethylaminophenylmethyl)cyclohexanone prepared according to Example 1 were dissolved in 15 ml of ether, added dropwise to the Grignard reagent... The reactants are C(C)(=O)OC1=C(C=CC=C1)C(CBr)=O (o-(Bromoacetyl)phenyl acetate), C(C1=CN=CC=C1)(=S)N (thionicotinamide). Solvent: CC(=O)C (acetone). Run at temperature 20 celsius. Product: N1=CC(=CC=C1)C=1SC=C(N1)C1=C(C=CC=C1)O (2-[2-(Pyridin-3-yl)thiazol-4-yl]phenol). The yield is 36.0%. RXN SMILES: C([O:4][C:5]1[CH:10]=[CH:9][CH:8]=[CH:7][C:6]=1[C:11](=O)[CH2:12]Br)(=O)C.[C:15]([NH2:23])(=[S:22])[C:16]1[CH:21]=[CH:20][CH:19]=[N:18][CH:17]=1>CC(C)=O>[N:18]1[CH:19]=[CH:20][CH:21]=[C:16]([C:15]2[S:22][CH:12]=[C:11]([C:6]3[CH:7]=[CH:8][CH:9]=[CH:10][C:5]=3[OH:4])[N:23]=2)[CH:17]=1. Procedure: o-(Bromoacetyl)phenyl acetate (2.57 g, 10 mmol) in dry acetone (30 mL) was treated with thionicotinamide (1.38 g, 10 mmol). The mixture was refluxed 16 hours, cooled to about 20° C. at which point a precipitate formed (2.46 g). The precipitate was filtered and dried in vacuo. The precipitate was dissolved in MeOH (50 mL) and treated with 10% NaOH in H2O (20 mL) for 1 hour at about 20° C. to hydrolyze the acetate ester. The pH was adjusted to neutrality with 6N HCl while chilling on ice/H2O and t...